describe an organic reaction: reactants, conditions, products, and yield From a dataset of the Open Reaction Database (ORD), a public repository of structured organic reaction records. The reactants are Cl.C(C)OC1=C(C=CC=C1)N1CCNCC1 (1-(2-ethoxyphenyl)piperazine hydrochloride), C1(=C(C=CC=C1)CN1CCN(CC1)C1=CC=CC=C1)C1=CC=CC=C1 (1-(biphenyl-2-ylmethyl)-4-phenylpiperazine), C=1(C(=CC=CC1)C=O)C1=CC=CC=C1 (biphenyl-2-carbaldehyde), [BH-](OC(=O)C)(OC(=O)C)OC(=O)C.[Na+] (NaBH(OAc)3). The product is C1(=C(C=CC=C1)CN1CCN(CC1)C1=C(C=CC=C1)OCC)C1=CC=CC=C1 (1-(biphenyl-2-ylmethyl)-4-(2-ethoxyphenyl)piperazine). RXN SMILES: Cl.[CH2:2]([O:4][C:5]1[CH:10]=[CH:9][CH:8]=[CH:7][C:6]=1[N:11]1[CH2:16][CH2:15][NH:14][CH2:13][CH2:12]1)[CH3:3].[C:17]1([C:25]2[CH:30]=[CH:29][CH:28]=[CH:27][CH:26]=2)[C:18]([CH:23]=O)=[CH:19][CH:20]=[CH:21][CH:22]=1.[BH-](OC(C)=O)(OC(C)=O)OC(C)=O.[Na+].C1(C2C=CC=CC=2)C=CC=CC=1CN1CCN(C2C=CC=CC=2)CC1>>[C:17]1([C:25]2[CH:26]=[CH:27][CH:28]=[CH:29][CH:30]=2)[CH:22]=[CH:21][CH:20]=[CH:19][C:18]=1[CH2:23][N:14]1[CH2:13][CH2:12][N:11]([C:6]2[CH:7]=[CH:8][CH:9]=[CH:10][C:5]=2[O:4][CH2:2][CH3:3])[CH2:16][CH2:15]1 |f:0.1,3.4|. Reported procedure: 112.3 mg of the target compound (0.30 mmol, 36.6%) was obtained using 1-(2-ethoxyphenyl)piperazine hydrochloride (400 mg, 1.65 mmol), biphenyl-2-carbaldehyde (150 mg, 0.82 mmol) and NaBH(OAc)3 (529 mg, 2.46 mmol) according to the synthesis method of Compound 1. Starting materials: C(C)(=O)OCC (ethyl acetate), [N-]=[N+]=[N-].[Na+] (sodium azide), O1C(OCC1)CC1OC12CN(C2)C(=O)C2=CC=C(C(=C2NC2=C(C=C(C=C2)I)F)F)F (6-{[2-(1,3-Dioxolan-2-ylmethyl)-1-oxa-5-azaspiro [2.3]hex-5-yl]carbonyl}-2,3-difluoro-N-(2-fluoro-4-iodophenyl)aniline). Run in hexanes, CN(C=O)C (dimethylformamide). Reaction conditions: time 22 hour. Yields the product N(=[N+]=[N-])C(CC1OCCO1)C1(CN(C1)C(=O)C1=C(C(=C(C=C1)F)F)NC1=C(C=C(C=C1)I)F)O (3-[1-azido-2-(1,3-dioxolan-2-yl)ethyl]-1-({3,4-difluoro-2-[(2-fluoro-4-iodophenyl)amino]phenyl}carbonyl)azetidin-3-ol). The yield is 73.7%. RXN SMILES: [O:1]1[CH2:5][CH2:4][O:3][CH:2]1[CH2:6][CH:7]1[C:9]2([CH2:12][N:11]([C:13]([C:15]3[C:20]([NH:21][C:22]4[CH:27]=[CH:26][C:25]([I:28])=[CH:24][C:23]=4[F:29])=[C:19]([F:30])[C:18]([F:31])=[CH:17][CH:16]=3)=[O:14])[CH2:10]2)[O:8]1.[N-:32]=[N+:33]=[N-:34].[Na+].C(OCC)(=O)C>CN(C)C=O>[N:32]([CH:7]([C:9]1([OH:8])[CH2:10][N:11]([C:13]([C:15]2[CH:16]=[CH:17][C:18]([F:31])=[C:19]([F:30])[C:20]=2[NH:21][C:22]2[CH:27]=[CH:26][C:25]([I:28])=[CH:24][C:23]=2[F:29])=[O:14])[CH2:12]1)[CH2:6][CH:2]1[O:3][CH2:4][CH2:5][O:1]1)=[N+:33]=[N-:34] |f:1.2|. Procedure: 6-{[2-(1,3-Dioxolan-2-ylmethyl)-1-oxa-5-azaspiro [2.3]hex-5-yl]carbonyl}-2,3-difluoro-N-(2-fluoro-4-iodophenyl)aniline (31 mg, 0.057 mmol) was dissolved in dimethylformamide (0.5 mL) and sodium azide (20 mg, 0.308 mmol) was added. The mixture was stirred at ambient for 22 h. The mixture was partitioned between ethyl acetate and 5% lithium chloride. The aqueous portion was extracted with ethyl acetate. The combined organic portion was washed with water, brine, then was dried over anhydrous sodium... Starting materials: C[Si](C1=CC=C(C=C1)B(O)O)(C)C (4-trimethylsilyl-phenylboronic acid), ClC1=NC=CC2=CC=CC=C12 (1-chloro-isoquinoline), C([O-])([O-])=O.[Cs+].[Cs+] (cesium carbonate), C(C)(C)(C)P(C[Si](C)(C)C)C(C)(C)C (di-tert-butyl-trimethylsilylmethyl-phosphane). The reagents and catalysts are [Pd].[Pd].C(C1=CC=CC=C1)=CC(=O)C=CC1=CC=CC=C1.C(C1=CC=CC=C1)=CC(=O)C=CC1=CC=CC=C1.C(C1=CC=CC=C1)=CC(=O)C=CC1=CC=CC=C1 (tris(dibenzylideneacetone) dipalladium (0)). Solvent: O1CCOCC1 (dioxane). Yields the product C[Si](C1=CC=C(C=C1)C1=NC=CC2=CC=CC=C12)(C)C (1-(4-Trimethylsilanyl-phenyl)-isoquinoline). As a reaction SMILES: [CH3:1][Si:2]([CH3:13])([CH3:12])[C:3]1[CH:8]=[CH:7][C:6](B(O)O)=[CH:5][CH:4]=1.Cl[C:15]1[C:24]2[C:19](=[CH:20][CH:21]=[CH:22][CH:23]=2)[CH:18]=[CH:17][N:16]=1.C(=O)([O-])[O-].[Cs+].[Cs+].C(P(C(C)(C)C)C[Si](C)(C)C)(C)(C)C>[Pd].[Pd].C(=CC(C=CC1C=CC=CC=1)=O)C1C=CC=CC=1.C(=CC(C=CC1C=CC=CC=1)=O)C1C=CC=CC=1.C(=CC(C=CC1C=CC=CC=1)=O)C1C=CC=CC=1.O1CCOCC1>[CH3:1][Si:2]([CH3:13])([CH3:12])[C:3]1[CH:8]=[CH:7][C:6]([C:15]2[C:24]3[C:19](=[CH:20][CH:21]=[CH:22][CH:23]=3)[CH:18]=[CH:17][N:16]=2)=[CH:5][CH:4]=1 |f:2.3.4,6.7.8.9.10|. Procedure: 15.0 g (0.07727 mol) of 4-trimethylsilyl-phenylboronic acid, 10.11 g (0.0618 mol) 1-chloro-isoquinoline, 15.11 g (0.0464 mol) of cesium carbonate, 0.71 g (0.000775 mol) of tris(dibenzylideneacetone) dipalladium (0), 0.43 g (0.00185 mol) of di-tert-butyl-trimethylsilylmethyl-phosphane and 100 ml of dioxane were stirred at room temperature for 12 hr. The reaction mixture was filtered and the solvent was removed under vacuum. The resulting mixture was purified by chromatography on silica gel using ... Starting materials: CC=1N=CN(C1)C=1C=C(C(=O)OC)C=CC1 (methyl 3-(4-methyl-imidazol-1-yl)-benzoate), C(C)(=O)OC(C)(C)C.[Li] (lithium tert.-butyl acetate), N(=C=S)C=1C=C(C(=O)O)C=CC1 (3-isothiocyanatobenzoic acid), COC(C(C)N)OC (2-aminopropionaldehyde dimethyl acetal). Solvent: OS(=O)(=O)O.CO (H2SO4 MeOH). Yields the product C(C)(C)(C)OC(CC(=O)C1=CC(=CC=C1)N1C=NC(=C1)C)=O (3-[3-(4-Methyl-imidazol-1-yl)-phenyl]-3-oxo-propionic acid tert.-butyl ester). RXN SMILES: [CH3:1][C:2]1[N:3]=[CH:4][N:5]([C:7]2[CH:8]=[C:9]([CH:14]=[CH:15][CH:16]=2)[C:10]([O:12]C)=O)[CH:6]=1.N(C1C=C(C=CC=1)C(O)=O)=C=S.COC(OC)C(N)C.[C:37]([O:40][C:41]([CH3:44])([CH3:43])[CH3:42])(=[O:39])[CH3:38].[Li]>OS(O)(=O)=O.CO>[C:41]([O:40][C:37](=[O:39])[CH2:38][C:10]([C:9]1[CH:14]=[CH:15][CH:16]=[C:7]([N:5]2[CH:6]=[C:2]([CH3:1])[N:3]=[CH:4]2)[CH:8]=1)=[O:12])([CH3:44])([CH3:43])[CH3:42] |f:3.4,5.6,^1:44|. Procedure details: Prepared from methyl 3-(4-methyl-imidazol-1-yl)-benzoate [prepared the corresponding acid from 3-isothiocyanatobenzoic acid and 2-aminopropionaldehyde dimethyl acetal according to J. Med. Chem. 1987, 30, 1342, followed by refluxing in conc. H2SO4/MeOH] by treatment with lithium tert.-butyl acetate according to general procedure H (method b). Obtained as a yellow-brown oil (10.69 g). Product: CC(C)(C)OC(=O)N1Cc2cc3c(cc2CC1C(=O)O)OCC(c1ccc(OCc2ccc(Cl)c(Cl)c2)cc1)O3. As a reaction SMILES: [CH3:1][O:2][C:3](=[O:4])[CH:5]1[N:6]([C:35](=[O:36])[O:37][C:38]([CH3:39])([CH3:40])[CH3:41])[CH2:7][c:8]2[cH:9][c:10]3[c:11]([cH:12][c:13]2[CH2:14]1)[O:15][CH2:16][CH:17]([c:19]1[cH:20][cH:21][c:22]([O:25][CH2:26][c:27]2[cH:28][c:29]([Cl:34])[c:30]([Cl:33])[cH:31][cH:32]2)[cH:23][cH:24]1)[O:18]3.[ClH:44].[Li+:43].[OH-:42]>>[O:2]=[C:3]([OH:4])[CH:5]1[N:6]([C:35](=[O:36])[O:37][C:38]([CH3:39])([CH3:40])[CH3:41])[CH2:7][c:8]2[cH:9][c:10]3[c:11]([cH:12][c:13]2[CH2:14]1)[O:15][CH2:16][CH:17]([c:19]1[cH:20][cH:21][c:22]([O:25][CH2:26][c:27]2[cH:28][c:29]([Cl:34])[c:30]([Cl:33])[cH:31][cH:32]2)[cH:23][cH:24]1)[O:18]3. Starting materials: COC(=O)C1Cc2cc3c(cc2CN1C(=O)OC(C)(C)C)OC(c1ccc(OCc2ccc(Cl)c(Cl)c2)cc1)CO3, Cl, [Li+], [OH-]. The reactants are COC(=O)c1cnc(OCc2nccn2C)c(Br)c1, Cc1ccccc1, OB(O)c1ccc(Cl)cc1, [Na+], [Na+], O=C([O-])[O-]. Yields the product COC(=O)c1cnc(OCc2nccn2C)c(-c2ccc(Cl)cc2)c1. As a reaction SMILES: [CH3:1][O:2][C:3]([c:4]1[cH:5][n:6][c:7]([O:11][CH2:12][c:13]2[n:14]([CH3:18])[cH:15][cH:16][n:17]2)[c:8]([Br:10])[cH:9]1)=[O:19].[CH3:36][c:37]1[cH:38][cH:39][cH:40][cH:41][cH:42]1.[Cl:20][c:21]1[cH:22][cH:23][c:24]([B:27]([OH:28])[OH:29])[cH:25][cH:26]1.[Na+:30].[Na+:31].[O-:32][C:33](=[O:34])[O-:35]>>[CH3:1][O:2][C:3]([c:4]1[cH:5][n:6][c:7]([O:11][CH2:12][c:13]2[n:14]([CH3:18])[cH:15][cH:16][n:17]2)[c:8](-[c:24]2[cH:23][cH:22][c:21]([Cl:20])[cH:26][cH:25]2)[cH:9]1)=[O:19].